The task is: describe an organic reaction: reactants, conditions, products, and yield. This data is from the Open Reaction Database (ORD), a public repository of structured organic reaction records. Starting materials: C(C1=CC=CC=C1)N1CCNCC1 (N-benzylpiperazine), ClCC=1NC2=C(N1)C=CC=C2 (2-chloromethylbenzimidazole). Product: C(C1=CC=CC=C1)N1CCN(CC1)CC=1NC2=C(N1)C=CC=C2 (2-(4-benzyl-1-piperazinyl)methylbenzimidazole). The yield is 83.4%. RXN SMILES: [CH2:1]([N:8]1[CH2:13][CH2:12][NH:11][CH2:10][CH2:9]1)[C:2]1[CH:7]=[CH:6][CH:5]=[CH:4][CH:3]=1.Cl[CH2:15][C:16]1[NH:17][C:18]2[CH:24]=[CH:23][CH:22]=[CH:21][C:19]=2[N:20]=1>>[CH2:1]([N:8]1[CH2:13][CH2:12][N:11]([CH2:15][C:16]2[NH:17][C:18]3[CH:24]=[CH:23][CH:22]=[CH:21][C:19]=3[N:20]=2)[CH2:10][CH2:9]1)[C:2]1[CH:3]=[CH:4][CH:5]=[CH:6][CH:7]=1. Procedure: In the same manner as described in Reference Example 4, N-benzylpiperazine (20 g) and 2-chloromethylbenzimidazole (9.0 g) are reacted, and the crude crystal thus obtained is recrystallized from ethyl acetate to give 2-(4-benzyl-1-piperazinyl)methylbenzimidazole (13.8 g) as pale yellow needles, m.p. 195°-201° C. Starting materials: C(C)(C)(C)O[C@H](C(=O)OC)C1=C2N3CCC(OCCCC[C@@H](OC=4C=C(C(=CC4C4=CC=CC(C5=C(N2C(C(=C1C)Br)=N5)Br)=C4)F)C)C)(CC3)C (methyl(2S)-2-(tert-butoxy)-2-[(22S)-5,8-dibromo-17-fluoro-4,18,22,28-tetramethyl-21,27-dioxa-1,7,34-triazahexacyclo[26.2.2.16,9.110,14.02,7.015,20]tetratriaconta-2,4,6(34),8,10(33),11,13,15(20),16,18-decaen-3-yl]acetate), CB(O)O (methylboronicacid), COC=1C=CC=C(C1C=2C=CC=CC2P(C3CCCCC3)C4CCCCC4)OC (Sphos), C(=O)([O-])[O-].[Cs+].[Cs+] (Cs2CO3), CB(O)O (methylboronicacid), C(=O)([O-])[O-].[Cs+].[Cs+] (Cs2CO3), O[Li].O (LiOH.H2O). The reagents and catalysts are CC(=O)[O-].CC(=O)[O-].[Pd+2] (Pd(OAc)2), [Pd] (Pd/C). Run in CN(C)C=O (DMF), O (water), O (water). Reaction conditions: time 6 hour. Product: C(C)(C)(C)O[C@H](C(=O)O)C1=C2N3CCC(OCCCC[C@@H](OC=4C=C(C(=CC4C4=CC=CC(C5=CN2C(C(=C1C)C)=N5)=C4)F)C)C)(CC3)C ((2S)-2-(tert-Butoxy)-2-[(22S)-17-fluoro-4,5,18,22,28-pentamethyl-21,27-dioxa-1,7,34-triazahexacyclo[26.2.2.16,9.110,14.02,7.015,20]tetratriaconta-2,4,6(34),8,10(33),11,13,15(20),16,18-decaen-3-yl]acetic acid). Yield: 24.4%. Reaction SMILES: [C:1]([O:5][C@@H:6]([C:11]1[C:40]([CH3:41])=[C:39](Br)[C:38]2=[N:43][C:35]3=[C:36](Br)[N:37]2[C:12]=1[N:13]1[CH2:50][CH2:49][C:16]([CH3:51])([O:17][CH2:18][CH2:19][CH2:20][CH2:21][C@H:22]([CH3:48])[O:23][C:24]2[CH:25]=[C:26]([CH3:47])[C:27]([F:46])=[CH:28][C:29]=2[C:30]2[CH:45]=[C:34]3[CH:33]=[CH:32][CH:31]=2)[CH2:15][CH2:14]1)[C:7]([O:9]C)=[O:8])([CH3:4])([CH3:3])[CH3:2].[CH3:52]B(O)O.COC1C=CC=C(OC)C=1C1C=CC=CC=1P(C1CCCCC1)C1CCCCC1.C([O-])([O-])=O.[Cs+].[Cs+].O[Li].O>CN(C=O)C.O.CC([O-])=O.CC([O-])=O.[Pd+2].[Pd]>[C:1]([O:5][C@@H:6]([C:11]1[C:40]([CH3:41])=[C:39]([CH3:52])[C:38]2=[N:43][C:35]3=[CH:36][N:37]2[C:12]=1[N:13]1[CH2:50][CH2:49][C:16]([CH3:51])([O:17][CH2:18][CH2:19][CH2:20][CH2:21][C@H:22]([CH3:48])[O:23][C:24]2[CH:25]=[C:26]([CH3:47])[C:27]([F:46])=[CH:28][C:29]=2[C:30]2[CH:45]=[C:34]3[CH:33]=[CH:32][CH:31]=2)[CH2:15][CH2:14]1)[C:7]([OH:9])=[O:8])([CH3:2])([CH3:3])[CH3:4] |f:3.4.5,6.7,10.11.12|. Procedure details: A solution of methyl(2S)-2-(tert-butoxy)-2-[(22S)-5,8-dibromo-17-fluoro-4,18,22,28-tetramethyl-21,27-dioxa-1,7,34-triazahexacyclo[26.2.2.16,9.110,14.02,7.015,20]tetratriaconta-2,4,6(34),8,10(33),11,13,15(20),16,18-decaen-3-yl]acetate (21 mg, 0.025 mmol, 1 equiv), methylboronicacid (6 mg, 0.101 mmol, 4 equiv), Pd(OAc)2 (0.6 mg, 0.003 mmol, 0.1 equiv), Sphos (2 mg, 0.005 mmol, 0.2 equiv), and Cs2CO3 (12 mg, 0.038 mmol, 1.5 equiv) in DMF (0.46 mL) and water (0.046 mL) was heated to 80° C. for 20 h....